The task is: describe an organic reaction: reactants, conditions, products, and yield. This data is from the Open Reaction Database (ORD), a public repository of structured organic reaction records. Starting materials: C[Sn](C1=CC2=C(C(C(=CO2)CC2=CC=CC=C2)=O)C=C1)(C)C (7-(Trimethylstannyl)-3-phenylmethyl-benzopyran-4-one), COC(C1=CC(=CC=C1)I)=O (methyl-3-iodobenzoate), [Cl-].[NH4+] (ammonium chloride). Reagents/catalysts: Cl[Pd]([P](C1=CC=CC=C1)(C2=CC=CC=C2)C3=CC=CC=C3)([P](C4=CC=CC=C4)(C5=CC=CC=C5)C6=CC=CC=C6)Cl (Pd(PPh3)2Cl2). Run in CN(C=O)C (dimethylformamide). Yields the product C(=O)(OC)C=1C=C(C=CC1)C1=CC2=C(C(C(=CO2)CC2=CC=CC=C2)=O)C=C1 (7-(3-Carbomethoxyphenyl)-3-phenylmethyl-benzopyran-4-one). Yield: 100.4%. As a reaction SMILES: C[Sn](C)(C)[C:3]1[CH:20]=[CH:19][C:6]2[C:7](=[O:18])[C:8]([CH2:11][C:12]3[CH:17]=[CH:16][CH:15]=[CH:14][CH:13]=3)=[CH:9][O:10][C:5]=2[CH:4]=1.[CH3:23][O:24][C:25](=[O:33])[C:26]1[CH:31]=[CH:30][CH:29]=[C:28](I)[CH:27]=1.[Cl-].[NH4+]>CN(C)C=O.Cl[Pd](Cl)([P](C1C=CC=CC=1)(C1C=CC=CC=1)C1C=CC=CC=1)[P](C1C=CC=CC=1)(C1C=CC=CC=1)C1C=CC=CC=1>[C:25]([C:26]1[CH:27]=[C:28]([C:3]2[CH:20]=[CH:19][C:6]3[C:7](=[O:18])[C:8]([CH2:11][C:12]4[CH:17]=[CH:16][CH:15]=[CH:14][CH:13]=4)=[CH:9][O:10][C:5]=3[CH:4]=2)[CH:29]=[CH:30][CH:31]=1)([O:24][CH3:23])=[O:33] |f:2.3,^1:43,62|. Reported procedure: To a stirred solution of the compound of step F (7.0 g, 17.5 mmole) in dimethylformamide (DMF) (35 mL) was added Pd(PPh3)2Cl2 (490 mg, 0.7 mmole), 3 crystals of BHT and methyl-3-iodobenzoate (5.0 g, 19.1 mmole). The mixture was stirred at reflux for 1.5 hours, cooled to room temperature and poured into 150 mL of saturated aqueous ammonium chloride solution. The mixture was extracted with 3×150 mL of diethyl ether, and the combined extract was washed with 2×100 mL of water, and then brine. The so... The reactants are CN1CCCC1=O, Oc1cccc(-c2nc(-c3ccnc(Cl)c3)c3sccc3n2)c1, N#C[Na], Br[Ni]Br, O. Product: N#Cc1cc(-c2nc(-c3cccc(O)c3)nc3ccsc23)ccn1. RXN SMILES: [CH3:27][N:28]1[CH2:29][CH2:30][CH2:31][C:32]1=[O:33].[Cl:1][c:2]1[n:3][cH:4][cH:5][c:6](-[c:8]2[c:9]3[c:10]([n:11][c:12](-[c:14]4[cH:15][c:16]([OH:20])[cH:17][cH:18][cH:19]4)[n:13]2)[cH:21][cH:22][s:23]3)[cH:7]1.[Na:24][C:25]#[N:26].[Ni:35]([Br:36])[Br:37].[OH2:34]>>[c:2]1([C:25]#[N:26])[n:3][cH:4][cH:5][c:6](-[c:8]2[c:9]3[c:10]([n:11][c:12](-[c:14]4[cH:15][c:16]([OH:20])[cH:17][cH:18][cH:19]4)[n:13]2)[cH:21][cH:22][s:23]3)[cH:7]1.